From a dataset of the Open Reaction Database (ORD), a public repository of structured organic reaction records. describe an organic reaction: reactants, conditions, products, and yield Run at time 5 minute. Procedure: 2-(2-Hydroxy-5-methoxybenzylamino)thiophene (2.3 g) was dissolved in 25 ml of methylene chloride under nitrogen atmosphere and 1.44 g (5 mmole) of solid naphthalene 1,5-disulfonic acid was added. The solid acid dissolved quickly and a white precipitate appeared after 5 minutes of vigorous stirring. After the reaction mixture was stirred 1/2 hour the resultant precipitate was collected, washed 2×10 ml with methylene chloride and air-dried to give 3.6 g of 2-(2-hydroxy-5-methoxybenzylamino)thiophe... Run in C(Cl)Cl (methylene chloride). The product is C1(=CC=CC=2C(=CC=CC12)S(=O)(=O)O)S(=O)(=O)O.OC1=C(CNC=2SC=CC2)C=C(C=C1)OC (2-(2-hydroxy-5-methoxybenzylamino)thiophene naphthalene-1,5-disulfonic acid salt). Reactants: resultant precipitate, solid, C1(=CC=CC=2C(=CC=CC12)S(=O)(=O)O)S(=O)(=O)O (naphthalene 1,5-disulfonic acid), OC1=C(CNC=2SC=CC2)C=C(C=C1)OC (2-(2-Hydroxy-5-methoxybenzylamino)thiophene). RXN SMILES: [OH:1][C:2]1[CH:14]=[CH:13][C:12]([O:15][CH3:16])=[CH:11][C:3]=1[CH2:4][NH:5][C:6]1[S:7][CH:8]=[CH:9][CH:10]=1.[C:17]1([S:31]([OH:34])(=[O:33])=[O:32])[C:26]2[CH:25]=[CH:24][CH:23]=[C:22]([S:27]([OH:30])(=[O:29])=[O:28])[C:21]=2[CH:20]=[CH:19][CH:18]=1>C(Cl)Cl>[C:17]1([S:31]([OH:34])(=[O:33])=[O:32])[C:26]2[CH:25]=[CH:24][CH:23]=[C:22]([S:27]([OH:30])(=[O:29])=[O:28])[C:21]=2[CH:20]=[CH:19][CH:18]=1.[OH:1][C:2]1[CH:14]=[CH:13][C:12]([O:15][CH3:16])=[CH:11][C:3]=1[CH2:4][NH:5][C:6]1[S:7][CH:8]=[CH:9][CH:10]=1 |f:3.4|. Starting materials: [Al+3], Cc1cc2c(c(C)c1Br)CC(C)(C)O2, CC(=O)Cl, CCOC(C)=O, [Cl-], [Cl-], [Cl-], Clc1ccccc1, O. Yields the product CC(=O)c1c(C)c(Br)c(C)c2c1OC(C)(C)C2. Reaction SMILES: [Al+3:2].[Br:12][c:13]1[c:14]([CH3:25])[cH:15][c:16]2[c:17]([c:23]1[CH3:24])[CH2:18][C:19]([CH3:21])([CH3:22])[O:20]2.[CH3:26][C:27]([Cl:28])=[O:29].[CH3:30][CH2:31][O:32][C:33](=[O:34])[CH3:35].[Cl-:1].[Cl-:3].[Cl-:4].[Cl:5][c:6]1[cH:7][cH:8][cH:9][cH:10][cH:11]1.[OH2:36]>>[Br:12][c:13]1[c:14]([CH3:25])[c:15]([C:27]([CH3:26])=[O:29])[c:16]2[c:17]([c:23]1[CH3:24])[CH2:18][C:19]([CH3:21])([CH3:22])[O:20]2. Procedure: To a solution of 4-[2-(4-azetidin-1-yl-3-benzofuran-2-yl-but-2-enoylamino)ethoxy]-benzoic acid methyl ester (158 mg, 0.362 mmol) in THF (4 ml), a solution of hydroxylamine in 50% water (2.78 ml) and 1N NaOH (0.1 ml) were added. Methanol was added dropwise until a homogeneous solution was obtained. The reaction mixture was stirred overnight at rt. After cooling the mixture at 0° C., 6 N HCl was added until pH 7 was reached. The solid was separated by filtration and the crude solid purified by HPL... Reaction conditions: time 8 hour. Run in C1CCOC1 (THF), O (water), [OH-].[Na+] (NaOH). The reactants are COC(C1=CC=C(C=C1)OCCN(C(C=CC)=O)C1=CC2=C(O1)C=CC=C2N2CCC2)=O (4-[2-(4-azetidin-1-yl-3-benzofuran-2-yl-but-2-enoylamino)ethoxy]-benzoic acid methyl ester), NO (hydroxylamine), Cl (HCl), CO (Methanol). Yields the product Cl.N1(CCC1)C1=CC=CC=2OC(=CC21)N(CCOC2=CC=C(C(=O)NO)C=C2)C(C=CC)=O (4-[2-(4-azetidin-1-yl-3-benzofuran-2-yl-but-2-enoylamino)ethoxy]-N-hydroxybenzamide hydrochloride). RXN SMILES: CO[C:3](=[O:32])[C:4]1[CH:9]=[CH:8][C:7]([O:10][CH2:11][CH2:12][N:13]([C:19]2[O:23][C:22]3[CH:24]=[CH:25][CH:26]=[C:27]([N:28]4[CH2:31][CH2:30][CH2:29]4)[C:21]=3[CH:20]=2)[C:14](=[O:18])[CH:15]=[CH:16][CH3:17])=[CH:6][CH:5]=1.[NH2:33][OH:34].CO.[ClH:37]>C1COCC1.O.[OH-].[Na+]>[ClH:37].[N:28]1([C:27]2[C:21]3[CH:20]=[C:19]([N:13]([C:14](=[O:18])[CH:15]=[CH:16][CH3:17])[CH2:12][CH2:11][O:10][C:7]4[CH:6]=[CH:5][C:4]([C:3]([NH:33][OH:34])=[O:32])=[CH:9][CH:8]=4)[O:23][C:22]=3[CH:24]=[CH:25][CH:26]=2)[CH2:29][CH2:30][CH2:31]1 |f:6.7,8.9|. The reactants are O=C1N(CCC1)C1=CC=C(C(=O)O)C=C1 (4-(2-oxopyrrolidin-1-yl)benzoic acid), C(C(=O)Cl)(=O)Cl (oxalyl chloride). Reagents/catalysts: CN(C)C=O (DMF). Solvent: C(Cl)Cl (DCM). Reaction conditions: time 1 hour. Product: O=C1N(CCC1)C1=CC=C(C(=O)Cl)C=C1 (4-(2-oxopyrrolidin-1-yl)benzoyl chloride). As a reaction SMILES: [O:1]=[C:2]1[CH2:6][CH2:5][CH2:4][N:3]1[C:7]1[CH:15]=[CH:14][C:10]([C:11](O)=[O:12])=[CH:9][CH:8]=1.C(Cl)(=O)C([Cl:19])=O>C(Cl)Cl.CN(C=O)C>[O:1]=[C:2]1[CH2:6][CH2:5][CH2:4][N:3]1[C:7]1[CH:15]=[CH:14][C:10]([C:11]([Cl:19])=[O:12])=[CH:9][CH:8]=1. Reported procedure: To a suspension of 4-(2-oxopyrrolidin-1-yl)benzoic acid (19.94 mg, 0.097 mmol) in DCM (5 ml) was added oxalyl chloride (2M solution in DCM, 0.058 ml, 0.117 mmol) and 2 drops of DMF. The resulting mixture was stirred at r.t for 1 hr., then concentrated in vacuo. The residue (off white solid) was used in subsequent reactions without further purification.